Dataset: the Open Reaction Database (ORD), a public repository of structured organic reaction records. Task: describe an organic reaction: reactants, conditions, products, and yield Reactants: Cl.FC=1C=CC(=C(C1)C=1CCNCC1)C(F)(F)F (4-(5-fluoro-2-(trifluoromethyl)phenyl)-1,2,3,6-tetrahydropyridine hydrochloride), CC(=O)O (HOAc). Reagents/catalysts: O=[Pt]=O (PtO2). Solvent: CCOC(=O)C (EtOAc), CCOC(=O)C (EtOAc), CO (CH3OH). Product: Cl.ClC1=C(C=C(C=C1)F)C1CCNCC1 (4-(2-Chloro-5-fluorophenyl)piperidine Hydrochloride). Isolated yield 131.2%. Reaction SMILES: [ClH:1].[F:2][C:3]1[CH:4]=[CH:5][C:6](C(F)(F)F)=[C:7]([C:9]2[CH2:10][CH2:11][NH:12][CH2:13][CH:14]=2)[CH:8]=1.CC(O)=O>CCOC(C)=O.CO.O=[Pt]=O>[ClH:1].[Cl:1][C:6]1[CH:5]=[CH:4][C:3]([F:2])=[CH:8][C:7]=1[CH:9]1[CH2:10][CH2:11][NH:12][CH2:13][CH2:14]1 |f:0.1,6.7|. Reported procedure: A mixture of 4-(5-fluoro-2-(trifluoromethyl)phenyl)-1,2,3,6-tetrahydropyridine hydrochloride (16, 0.310 g, 1.31 mmol) PtO2 (0.085 g, 0.37 mmol), and HOAc (71 μL, 1.31 mmol) in EtOAc (12 mL) stirred at ambient temperature for 18 under an atmosphere of H2 (1 atm). The reaction mixture was diluted with EtOAc (50 mL) and CH3OH (5 mL) and filtered over Celite and the filtrate was concentrated under reduced pressure and dissolved in CH2Cl2 (5 mL). To this solution was added HCl (2.0 N solution in Et2O...